The task is: describe an organic reaction: reactants, conditions, products, and yield. This data is from the Open Reaction Database (ORD), a public repository of structured organic reaction records. Starting materials: FC1=C(C=CC=C1)CC(=O)NCC1=NNC(CC1)=O (2-(2-Fluorophenyl)-N-[(6-oxo-1,4,5,6-tetrahydropyridazin-3-yl)methyl]acetamide), BrBr (bromine). Solvent: C(C)(=O)O (acetic acid). Reaction conditions: temperature 50 celsius, time 3 hour. Yields the product FC1=C(C=CC=C1)CC(=O)NCC1=NNC(C=C1)=O (2-(2-Fluorophenyl)-N-[(6-oxo-1,6-dihydropyridazin-3-yl)methyl]acetamide). RXN SMILES: [F:1][C:2]1[CH:7]=[CH:6][CH:5]=[CH:4][C:3]=1[CH2:8][C:9]([NH:11][CH2:12][C:13]1[CH2:18][CH2:17][C:16](=[O:19])[NH:15][N:14]=1)=[O:10].BrBr>C(O)(=O)C>[F:1][C:2]1[CH:7]=[CH:6][CH:5]=[CH:4][C:3]=1[CH2:8][C:9]([NH:11][CH2:12][C:13]1[CH:18]=[CH:17][C:16](=[O:19])[NH:15][N:14]=1)=[O:10]. Procedure details: 458 g (1.740 mol) of the compound obtained in Example 1A were initially charged in acetic acid (2250 ml), and the mixture was warmed to 50° C. At this temperature, 98.16 ml (1.914 mol) of bromine were added dropwise with vigorous stirring, and stirring was then continued at 50° C. for 3 h. After cooling, the mixture was concentrated to dryness. The residue was stirred with saturated aqueous sodium bicarbonate solution (4800 ml). The mixture was then filtered and the precipitate was washed with a... Reactants: ClC1=C(C(=O)NNC(=O)NC2CC2)C=CC=C1 (2-(2-chlorobenzoyl)-N-cyclopropylhydrazinecarboxamide), Cl (hydrochloric acid). Run in [OH-].[Na+] (sodium hydroxide). Product: ClC1=C(C=CC=C1)C=1N(C(NN1)=O)C1CC1 (5-(2-chlorophenyl)-4-cyclopropyl-2,4-dihydro-3H-1,2,4-triazol-3-one). As a reaction SMILES: [Cl:1][C:2]1[CH:17]=[CH:16][CH:15]=[CH:14][C:3]=1[C:4]([NH:6][NH:7][C:8]([NH:10][CH:11]1[CH2:13][CH2:12]1)=[O:9])=O.Cl>[OH-].[Na+]>[Cl:1][C:2]1[CH:17]=[CH:16][CH:15]=[CH:14][C:3]=1[C:4]1[N:10]([CH:11]2[CH2:13][CH2:12]2)[C:8](=[O:9])[NH:7][N:6]=1 |f:2.3|. Procedure details: 7.00 g (27.6 mmol) of 2-(2-chlorobenzoyl)-N-cyclopropylhydrazinecarboxamide from Example 10A are heated under reflux for about 60 hrs in 30 ml 3 N aqueous sodium hydroxide (conversion testing by LC/MS analysis). After cooling, it is acidified with 1 N hydrochloric acid and the mixture extracted three times with ethyl acetate. The combined organic phases are washed twice with saturated sodium hydrogen carbonate solution, dried over magnesium sulphate, filtered and concentrated. 3.32 g (48% of the... Starting materials: BrC=1C=C(SC1C1=CC(=CC=C1)Cl)C(=O)N1CNC(C1)=O (1-{[4-Bromo-5-(3-chlorophenyl)thiophen-2-yl]carbonyl}imidazolidin-4-one), ClC=1C=C(C=CC1F)B(O)O (3-chloro-4-fluorophenylboronic acid), C([O-])(O)=O.[Na+] (sodium bicarbonate). Reagents/catalysts: C=1C=CC(=CC1)[P](C=2C=CC=CC2)(C=3C=CC=CC3)[Pd]([P](C=4C=CC=CC4)(C=5C=CC=CC5)C=6C=CC=CC6)([P](C=7C=CC=CC7)(C=8C=CC=CC8)C=9C=CC=CC9)[P](C=1C=CC=CC1)(C=1C=CC=CC1)C=1C=CC=CC1 (tetrakis(triphenylphosphine)palladium(0)). Solvent: COCCOC (1,2-dimethoxyethane). Run at temperature 150 celsius. Yields the product ClC=1C=C(C=CC1F)C=1C=C(SC1C1=CC(=CC=C1)Cl)C(=O)N1CNC(C1)=O (1-{[4-(3-Chloro-4-fluorophenyl)-5-(3-chlorophenyl)thiophen-2-yl]carbonyl}imidazolidin-4-one). As a reaction SMILES: Br[C:2]1[CH:3]=[C:4]([C:14]([N:16]2[CH2:20][C:19](=[O:21])[NH:18][CH2:17]2)=[O:15])[S:5][C:6]=1[C:7]1[CH:12]=[CH:11][CH:10]=[C:9]([Cl:13])[CH:8]=1.[Cl:22][C:23]1[CH:24]=[C:25](B(O)O)[CH:26]=[CH:27][C:28]=1[F:29].C(=O)(O)[O-].[Na+]>COCCOC.C1C=CC([P]([Pd]([P](C2C=CC=CC=2)(C2C=CC=CC=2)C2C=CC=CC=2)([P](C2C=CC=CC=2)(C2C=CC=CC=2)C2C=CC=CC=2)[P](C2C=CC=CC=2)(C2C=CC=CC=2)C2C=CC=CC=2)(C2C=CC=CC=2)C2C=CC=CC=2)=CC=1>[Cl:22][C:23]1[CH:24]=[C:25]([C:2]2[CH:3]=[C:4]([C:14]([N:16]3[CH2:20][C:19](=[O:21])[NH:18][CH2:17]3)=[O:15])[S:5][C:6]=2[C:7]2[CH:12]=[CH:11][CH:10]=[C:9]([Cl:13])[CH:8]=2)[CH:26]=[CH:27][C:28]=1[F:29] |f:2.3,^1:47,49,68,87|. Procedure: Under argon, 70.0 mg of the compound from Example 24A having a purity of 76% (0.14 mmol) and 47.5 mg (0.27 mmol) of 3-chloro-4-fluorophenylboronic acid are provided in 2.6 ml of 1,2-dimethoxyethane, and 1.0 ml (0.91 mmol) of an aqueous sodium bicarbonate solution (10%) and 6.3 mg (0.005 mmol) of tetrakis(triphenylphosphine)palladium(0) are added. The mixture is heated in a closed glass vessel at 150° C. under microwave irradiation for 5 minutes. The reaction mixture is purified by preparative HP... The reactants are CC(c1ccc(-c2ccc(F)cc2)cc1)N1CCC(CCO)(c2ccc(F)cc2)OC1=O, O=C1CNCCN1. Yields the product CC(c1ccc(-c2ccc(F)cc2)cc1)N1CCC(CCN2CCNC(=O)C2)(c2ccc(F)cc2)OC1=O. RXN SMILES: [F:1][c:2]1[cH:3][cH:4][c:5](-[c:8]2[cH:9][cH:10][c:11]([CH:14]([CH3:15])[N:16]3[C:17](=[O:32])[O:18][C:19]([CH2:22][CH2:23][OH:24])([c:25]4[cH:26][cH:27][c:28]([F:31])[cH:29][cH:30]4)[CH2:20][CH2:21]3)[cH:12][cH:13]2)[cH:6][cH:7]1.[NH:33]1[C:34](=[O:39])[CH2:35][NH:36][CH2:37][CH2:38]1>>[F:1][c:2]1[cH:3][cH:4][c:5](-[c:8]2[cH:9][cH:10][c:11]([CH:14]([CH3:15])[N:16]3[C:17](=[O:32])[O:18][C:19]([CH2:22][CH2:23][N:36]4[CH2:35][C:34](=[O:39])[NH:33][CH2:38][CH2:37]4)([c:25]4[cH:26][cH:27][c:28]([F:31])[cH:29][cH:30]4)[CH2:20][CH2:21]3)[cH:12][cH:13]2)[cH:6][cH:7]1. Run in CO (methanol). RXN SMILES: [Cl:1][C:2]1[CH:7]=[CH:6][C:5]([C:8](=[O:20])[C:9]2[CH:14]=[CH:13][C:12]([S:15]C(Cl)(Cl)Cl)=[CH:11][CH:10]=2)=[CH:4][CH:3]=1>CO>[Cl:1][C:2]1[CH:3]=[CH:4][C:5]([C:8](=[O:20])[C:9]2[CH:14]=[CH:13][C:12]([SH:15])=[CH:11][CH:10]=2)=[CH:6][CH:7]=1. Product: ClC1=CC=C(C=C1)C(C1=CC=C(C=C1)S)=O (4′-chloro-4-mercapto benzophenone). Starting materials: ClC1=CC=C(C=C1)C(C1=CC=C(C=C1)SC(Cl)(Cl)Cl)=O (4′-chloro-4(trichloromethyl sulfenyl)benzophenone), ClC1=CC=C(C=C1)C(C1=CC=C(C=C1)SC(Cl)(Cl)Cl)=O (4′-chloro-4(trichloromethyl sulfenyl)benzophenone). Conditions: time 3 hour. Isolated yield 98.0%. Procedure: 16.5 g said 4′-chloro-4(trichloromethyl sulfenyl)benzophenone is added in a 100 ml three-neck flask, and then 30 g methanol is added. Under nitrogen protection, the solution is heated with stirring to reflux. After reacting for 3 hours, it is analyzed to find that 4′-chloro-4(trichloromethyl sulfenyl)benzophenone is completely consumed. Distilling to remove the methanol and all low-boiling-point substances, the residue has a mass of 11.0 g, and the yield is 98%. Said residue is recrystallized in... The reactants are S(=O)(Cl)Cl (Thionyl chloride), OCC=1N=C2N(C=CC=C2)C1CCC (2-hydroxymethyl-3-(1-propyl)-imidazolo[1,2-a]pyridine). Conditions: time 1 hour. Yields the product ClCC=1N=C2N(C=CC=C2)C1CCC (2-chloromethyl-3-(1-propyl)-imidazolo[1,2-a]pyridine). Procedure: Thionyl chloride (125 mg, 1.06 mmol) is added to a solution of 2-hydroxymethyl-3-(1-propyl)-imidazolo[1,2-a]pyridine (100 mg, 0.53 mmol) in CH2Cl2 (3 mL) at 0° C. under nitrogen with magnetic stirring. After 1 hour, the reaction is diluted with EtOAc (20 mL), washed with saturated aqueous NaHCO3 (10 mL), water (10 mL) and brine (10 mL). The solution is then dried over anhydrous sodium sulfate, filtered and evaporated at reduced pressure to obtain 2-chloromethyl-3-(1-propyl)-imidazolo[1,2-a]pyrid... Run in C(Cl)Cl (CH2Cl2), CCOC(=O)C (EtOAc). Reaction SMILES: S(Cl)([Cl:3])=O.O[CH2:6][C:7]1[N:8]=[C:9]2[CH:14]=[CH:13][CH:12]=[CH:11][N:10]2[C:15]=1[CH2:16][CH2:17][CH3:18]>C(Cl)Cl.CCOC(C)=O>[Cl:3][CH2:6][C:7]1[N:8]=[C:9]2[CH:14]=[CH:13][CH:12]=[CH:11][N:10]2[C:15]=1[CH2:16][CH2:17][CH3:18]. Starting materials: C(C)(=O)OCCOCC(C(O)C1=CC=C(CC=2C=NC=CC2)C=C1)C (3-[p-[3-(2-acetoxyethyl)oxy-1-hydroxy-2-methylpropyl]benzyl]pyridine), [Cl-].[Na+] (sodium chloride), S(=O)(Cl)Cl (thionyl chloride), C1CCC2=NCCCN2CC1 (DBU). The solvent is C(Cl)Cl (methylene chloride), O (water), CN(C=O)C (N,N-dimethylformamide). Run at time 2 hour. Yields the product OCCOCC(=CC1=CC=C(CC=2C=NC=CC2)C=C1)C (3-[p-[3-(2-hydroxyethyl)oxy-2 -methyl-1-propenyl]benzyl]pyridine). Yield: 50.0%. As a reaction SMILES: C([O:4][CH2:5][CH2:6][O:7][CH2:8][CH:9]([CH3:25])[CH:10]([C:12]1[CH:24]=[CH:23][C:15]([CH2:16][C:17]2[CH:18]=[N:19][CH:20]=[CH:21][CH:22]=2)=[CH:14][CH:13]=1)O)(=O)C.S(Cl)(Cl)=O.C1CCN2C(=NCCC2)CC1.[Cl-].[Na+]>C(Cl)Cl.CN(C)C=O.O>[OH:4][CH2:5][CH2:6][O:7][CH2:8][C:9]([CH3:25])=[CH:10][C:12]1[CH:24]=[CH:23][C:15]([CH2:16][C:17]2[CH:18]=[N:19][CH:20]=[CH:21][CH:22]=2)=[CH:14][CH:13]=1 |f:3.4|. Reported procedure: In 10 ml of methylene chloride was dissolved 2.07 g of 3-[p-[3-(2-acetoxyethyl)oxy-1-hydroxy-2-methylpropyl]benzyl]pyridine, and to the resulting solution was added 0.88 ml of thionyl chloride with ice-cooling, after which the resulting mixture was subjected to reaction at the same temperature for one hour. The solvent and the excessive thionyl chloride were removed by distillation under reduced pressure. The residue thus obtained was dissolved in 10 ml of N,N-dimethylformamide, and to the resul... The reactants are C(C)(C)(C)[Si](OC1CCC(CC1)N1C(CCC1)=O)(C)C (1-[4-(tert-butyldimethyl-silanyloxy)-cyclohexyl]-pyrrolidin-2-one), BrCC=1OC2=C(C1C)C=CC=C2 (2-bromomethyl-3-methyl-benzofuran). Yields the product OC1CCC(CC1)N1C(C(CC1)CC=1OC2=C(C1C)C=CC=C2)=O (1-(4-Hydroxy-cyclohexyl)-3-(3-methyl-benzofuran-2-ylmethyl)-pyrrolidin-2-one). The yield is 53.6%. RXN SMILES: C([Si](C)(C)[O:6][CH:7]1[CH2:12][CH2:11][CH:10]([N:13]2[CH2:17][CH2:16][CH2:15][C:14]2=[O:18])[CH2:9][CH2:8]1)(C)(C)C.Br[CH2:22][C:23]1[O:24][C:25]2[CH:32]=[CH:31][CH:30]=[CH:29][C:26]=2[C:27]=1[CH3:28]>>[OH:6][CH:7]1[CH2:8][CH2:9][CH:10]([N:13]2[CH2:17][CH2:16][CH:15]([CH2:22][C:23]3[O:24][C:25]4[CH:32]=[CH:31][CH:30]=[CH:29][C:26]=4[C:27]=3[CH3:28])[C:14]2=[O:18])[CH2:11][CH2:12]1. Reported procedure: Using the procedure to synthesize Example 3 and using reagents 1-[4-(tert-butyldimethyl-silanyloxy)-cyclohexyl]-pyrrolidin-2-one (500 mg, 1.68 mmol) and 2-bromomethyl-3-methyl-benzofuran (567 g, 2.52 mmol) afford the title compound as a tan powder (295 mg, 54%): Mass spectrum (apci) m/z=328.1 (M+H). The reactants are CC1(OB(OC1(C)C)C1=CC=C(C=C1)N1C(CCC1)=O)C (1-[4-(4,4,5,5-tetramethyl-[1,3,2]dioxaborolan-2-yl)-phenyl]-pyrrolidin-2-one), ClC=1C=CC=2N=C(N=C(C2N1)C1CC1)NC(C)=O (N-(6-chloro-4-cyclopropyl-pyrido[3,2-d]pyrimidin-2-yl)-acetamide). Product: NC=1N=C(C2=C(N1)C=CC(=N2)C2=CC=C(C=C2)N2C(CCC2)=O)C2CC2 (1-[4-(2-amino-4-cyclopropyl-pyrido[3,2-d]pyrimidin-6-yl)-phenyl]-pyrrolidin-2-one). As a reaction SMILES: CC1(C)C(C)(C)OB([C:9]2[CH:14]=[CH:13][C:12]([N:15]3[CH2:19][CH2:18][CH2:17][C:16]3=[O:20])=[CH:11][CH:10]=2)O1.Cl[C:23]1[CH:24]=[CH:25][C:26]2[N:27]=[C:28]([NH:36]C(=O)C)[N:29]=[C:30]([CH:33]3[CH2:35][CH2:34]3)[C:31]=2[N:32]=1>>[NH2:36][C:28]1[N:29]=[C:30]([CH:33]2[CH2:35][CH2:34]2)[C:31]2[N:32]=[C:23]([C:9]3[CH:10]=[CH:11][C:12]([N:15]4[CH2:19][CH2:18][CH2:17][C:16]4=[O:20])=[CH:13][CH:14]=3)[CH:24]=[CH:25][C:26]=2[N:27]=1. Procedure details: The experimental procedure of example 2 was repeated, except for the use of 1-[4-(4,4,5,5-tetramethyl-[1,3,2]dioxaborolan-2-yl)-phenyl]-pyrrolidin-2-one instead of 4-fluorophenylboronic acid and N-(6-chloro-4-cyclopropyl-pyrido[3,2-d]pyrimidin-2-yl)-acetamide instead of 6-chloro-4-propyl-pyrido[3,2-d]pyrimidin-2-ylamine. The resulting compound was characterized as follows: MS (m/z) 346.2 [M+H]+; HPLC Rt=2.67 minutes (Method B).